Dataset: the Open Reaction Database (ORD), a public repository of structured organic reaction records. Task: describe an organic reaction: reactants, conditions, products, and yield The reactants are N\C(=C/C(=O)NC1=CC=C2C=CN(C2=C1)COC1=CC(=CC=C1)C#N)\C ((Z)-3-amino-N-(1-((3-cyanophenoxy)methyl)-1H-indol-6-yl)but-2-enamide), C(C)(OCC)(OCC)OCC (triethyl orthoacetate). Run at temperature 130 celsius, time 8 hour. Product: CC=1N(C(C=C(N1)C)=O)C1=CC=C2C=CN(C2=C1)COC=1C=C(C#N)C=CC1 (3-((6-(2,4-dimethyl-6-oxopyrimidin-1(6H)-yl)-1H-indol-1-yl)methoxy)benzonitrile). The yield is 25.0%. Reaction SMILES: [NH2:1]/[C:2](/[CH3:26])=[CH:3]\[C:4]([NH:6][C:7]1[CH:15]=[C:14]2[C:10]([CH:11]=[CH:12][N:13]2[CH2:16][O:17][C:18]2[CH:23]=[CH:22][CH:21]=[C:20]([C:24]#[N:25])[CH:19]=2)=[CH:9][CH:8]=1)=[O:5].[C:27](OCC)(OCC)(OCC)[CH3:28]>>[CH3:27][C:28]1[N:6]([C:7]2[CH:15]=[C:14]3[C:10]([CH:11]=[CH:12][N:13]3[CH2:16][O:17][C:18]3[CH:19]=[C:20]([CH:21]=[CH:22][CH:23]=3)[C:24]#[N:25])=[CH:9][CH:8]=2)[C:4](=[O:5])[CH:3]=[C:2]([CH3:26])[N:1]=1. Procedure: A mixture of (Z)-3-amino-N-(1-((3-cyanophenoxy)methyl)-1H-indol-6-yl)but-2-enamide (1.04 g, 3.00 mmol) and triethyl orthoacetate (20 mL) was stirred at 130° C. overnight. The mixture was cooled to rt and concentrated in vacuo. The residue was purified by a silica gel column chromatography (PE/EtOAc (V/V)=1:1) to give the title compound as a yellow solid (272 mg, 25%). The compound was characterized by the following spectroscopic data: Reactants: OCCN (2-hydroxyethylamine), O=S(Cl)Cl (SOCl2), COC(=O)C1=CC(=C(C=C1)N=C=S)C (4-methoxycarbonyl-2-methylphenyl isothiocyanate), NC1=C(C=C(C(=O)OC)C=C1)C (Methyl 4-amino-3-methylbenzoate), COC(=O)C1=CC(=C(C=C1)N=C=S)C (4-methoxycarbonyl-2-methylphenyl isothiocyanate). The product is OCC1(CCCC1)N (1-Hydroxymethylcyclopentanamine), COC(=O)C1=CC(=C(C=C1)N=C1NC2(CS1)CCCC2)C (2-(4-methoxycarbonyl-2-methylphenylimino)-3-thia-1-azaspiro[4.4]nonane). RXN SMILES: [NH2:1][C:2]1[CH:11]=[CH:10][C:5]([C:6]([O:8]C)=O)=[CH:4][C:3]=1C.[CH3:13][O:14][C:15]([C:17]1[CH:22]=[CH:21][C:20]([N:23]=[C:24]=[S:25])=[C:19]([CH3:26])[CH:18]=1)=[O:16].OCCN.O=S(Cl)Cl>>[OH:8][CH2:6][C:5]1([NH2:23])[CH2:4][CH2:2][CH2:11][CH2:10]1.[CH3:13][O:14][C:15]([C:17]1[CH:22]=[CH:21][C:20]([N:23]=[C:24]2[S:25][CH2:11][C:2]3([CH2:3][CH2:4][CH2:5][CH2:10]3)[NH:1]2)=[C:19]([CH3:26])[CH:18]=1)=[O:16]. Procedure: Methyl 4-amino-3-methylbenzoate was converted to 4-methoxycarbonyl-2-methylphenyl isothiocyanate according to Method A2b. 1-Hydroxymethylcyclopentanamine was prepared according to Method B1c. The 2-hydroxyethylamine was sequentially reacted with SOCl2 and 4-methoxycarbonyl-2-methylphenyl isothiocyanate according to Method C2a to give 2-(4-methoxycarbonyl-2-methylphenylimino)-3-thia-1-azaspiro[4.4]nonane. The thiazolidine was reacted with cyclopentyl bromide according to Method D2h to give 2-(4-m... The yield is 83.3%. Reactants: BrC=1C=C2C=CC(C(C2=CC1)(F)F)(F)F (6-bromo-1,1,2,2-tetrafluoro-1,2-dihydronaphthalene), [NH4+].[Cl-] (NH4Cl), [NH4+].[OH-] (NH4OH). Reaction SMILES: [Br:1][C:2]1[CH:3]=[C:4]2[C:9](=[CH:10][CH:11]=1)[C:8](F)([F:12])[C:7](F)([F:14])[CH:6]=[CH:5]2.[NH4+].[Cl-].[NH4+].[OH-]>[Zn].C1COCC1>[Br:1][C:2]1[CH:3]=[C:4]2[C:9](=[CH:10][CH:11]=1)[C:8]([F:12])=[C:7]([F:14])[CH:6]=[CH:5]2 |f:1.2,3.4|. The product is BrC=1C=C2C=CC(=C(C2=CC1)F)F (6-bromo-1,2-difluoronaphthalene). The solvent is C1CCOC1 (THF). Procedure details: Zinc (7.18 g, 110 mmol) was added in two portions (4.74 g and 2.44 g) to a stirred mixture of 20.1 g (71.4 mmol) of 6-bromo-1,1,2,2-tetrafluoro-1,2-dihydronaphthalene, 45 ml of THF, 20.1 g of NH4Cl, and 90 ml of NH4OH that was cooled in an ice bath. The mixture was allowed to warm slowly to room temperature. After 5 hours reaction time, the zinc was removed by filtration. The phases were separated, and the aqueous layer was extracted three times with hexanes. The combined organic phase was washe... Reagents/catalysts: [Zn] (Zinc). RXN SMILES: [C:1](=[O:2])([O-:3])[O-:4].[CH3:20][C:21](=[O:22])[CH3:23].[I:7][CH3:8].[K+:5].[K+:6].[OH:9][c:10]1[cH:11][cH:12][c:13]([CH2:16][CH2:17][CH2:18][I:19])[cH:14][cH:15]1>>[CH3:1][O:9][c:10]1[cH:11][cH:12][c:13]([CH2:16][CH2:17][CH2:18][I:19])[cH:14][cH:15]1. Yields the product COc1ccc(CCCI)cc1. Reactants: O=C([O-])[O-], CC(C)=O, CI, [K+], [K+], Oc1ccc(CCCI)cc1.